This data is from the Open Reaction Database (ORD), a public repository of structured organic reaction records. The task is: describe an organic reaction: reactants, conditions, products, and yield Starting materials: Cl(=O)[O-].[Na+] (sodium chlorite), O.P(=O)(O)(O)[O-].[Na+] (sodium dihydrogenphosphate monohydrate), C(C1=CC=CC=C1)OC(=O)NC1=CN=C(N(C1=O)CC=O)C1=CC=CC=C1 ([5-[(benzyloxycarbonyl)amino]-2-phenyl-6-oxo-1,6-dihydro-1-pyrimidinyl]acetaldehyde), CC(C)=CC (2-methyl-2-butene). Reagents/catalysts: [Au] (gold). Solvent: O (water), O1CCCC1 (tetrahydrofuran), C(C)(C)(C)O (t-butyl alcohol). Run at time 10 minute. Yields the product C(C1=CC=CC=C1)OC(=O)NC1=CN=C(N(C1=O)CC(=O)O)C1=CC=CC=C1 ([5-[(benzyloxycarbonyl)amino]-2-phenyl-6-oxo-1,6-dihydro 1-pyrimidinyl]acetic acid). Yield: 88.0%. RXN SMILES: [CH2:1]([O:8][C:9]([NH:11][C:12]1[C:17](=[O:18])[N:16]([CH2:19][CH:20]=[O:21])[C:15]([C:22]2[CH:27]=[CH:26][CH:25]=[CH:24][CH:23]=2)=[N:14][CH:13]=1)=[O:10])[C:2]1[CH:7]=[CH:6][CH:5]=[CH:4][CH:3]=1.CC(=CC)C.Cl([O-])=[O:34].[Na+].O.P([O-])(O)(O)=O.[Na+]>O1CCCC1.C(O)(C)(C)C.O.[Au]>[CH2:1]([O:8][C:9]([NH:11][C:12]1[C:17](=[O:18])[N:16]([CH2:19][C:20]([OH:34])=[O:21])[C:15]([C:22]2[CH:27]=[CH:26][CH:25]=[CH:24][CH:23]=2)=[N:14][CH:13]=1)=[O:10])[C:2]1[CH:3]=[CH:4][CH:5]=[CH:6][CH:7]=1 |f:2.3,4.5.6|. Reported procedure: A solution of crude [5-[(benzyloxycarbonyl)amino]-2-phenyl-6-oxo-1,6-dihydro-1-pyrimidinyl]acetaldehyde (15.30 g, 42.11 mmol) in 198.0 mL of tetrahydrofuran, t-butyl alcohol, and 2-methyl-2-butene (1:1:1.3, 0.21 M) was cooled to 0° C. The solution was then slowly added a solution of sodium chlorite (29.94 g, 331.1 mmol) and sodium dihydrogenphosphate monohydrate (35.42 g, 256.7 mmol) in 102.0 mL of water (3.2 M based on sodium chlorite). The resulting gold colored, biphasic solution was stirred ... Product: ( 36 ), COCCO[AlH2-]OCCOC.[Na+] (Red-Al), Cl.COC=1C=C(C=CC1OC)CCO[C@H]1[C@@H](CCCC1)N1C[C@@H](CC1)O ((3R)-1-[(1R,2R)-2-[2-(3,4-Dimethoxyphenyl)ethoxy]cyclohexyl]-3-pyrrolidinol hydrochloride). The reactants are COC=1C=C(C=CC1OC)CCO\C(\C(Cl)(Cl)Cl)=N\[H] ((E)-trichloroacetimidic acid 2-(3,4-dimethoxyphenyl)ethyl ester), ( 36 ), resultant solution, C(C)(C)N (iPrNH2), COCCO[AlH2-]OCCOC.[Na+] (Red-Al), ( 36 ), C1(=CC=CC=C1)C (toluene), C1(=CC=CC=C1)C (toluene). RXN SMILES: [CH3:1][O:2][CH2:3][CH2:4][O:5][AlH2-:6][O:7][CH2:8][CH2:9][O:10][CH3:11].[Na+:12].[CH3:13][O:14][C:15]1[CH:16]=[C:17]([CH2:23][CH2:24][O:25]/[C:26](=N/[H])/[C:27](Cl)(Cl)[Cl:28])[CH:18]=[CH:19][C:20]=1[O:21][CH3:22].[CH:33]([NH2:36])([CH3:35])C.[C:37]1(C)[CH:42]=CC=[CH:39][CH:38]=1>>[CH3:11][O:10][CH2:9][CH2:8][O:7][AlH2-:6][O:5][CH2:4][CH2:3][O:2][CH3:1].[Na+:12].[ClH:28].[CH3:13][O:14][C:15]1[CH:16]=[C:17]([CH2:23][CH2:24][O:25][C@@H:26]2[CH2:27][CH2:39][CH2:38][CH2:37][C@H:42]2[N:36]2[CH2:33][CH2:35][C@@H:9]([OH:10])[CH2:8]2)[CH:18]=[CH:19][C:20]=1[O:21][CH3:22] |f:0.1,5.6,7.8|. Procedure: To a refluxing solution of Red-Al (65 wt % in toluene, 1.86 g, 1.80 mL, 6 mmol, Aldrich cat #19,619-3) in toluene (2 mL) was added dropwise (over 5 min) a solution of crude (36) in toluene (3 mL). After the resultant solution was refluxed for 1 h, TLC analysis (EtOAc-hexanes, 2:1 v/v, +0.5% v/v iPrNH2) revealed the absence of (36) and the appearance of a new polar spot (reduction of (36) with Red-Al at room temperature provided a very complex mixture (HPLC) from which (19) could not be isolated)... The reactants are C1(=CC=CC=C1)CBr (C6H5CH2Br), C(=O)([O-])[O-].[K+].[K+] (K2CO3), [N+](=O)([O-])C1=CC=C(C=C1)N1CCC(CC1)C1=NNC(O1)=O (5-[1-(4-nitrophenyl)-4-piperidyl]-2,3-dihydro-1,3,4-oxadiazol-2-one), ice water. The solvent is CN(C)C=O (DMF). Product: C(C1=CC=CC=C1)N1C(OC(=N1)C1CCN(CC1)C1=CC=C(C=C1)[N+](=O)[O-])=O (3-benzyl-5-[1-(4-nitrophenyl)-4-piperidyl]-2,3-dihydro-1,3,4-oxadiazol-2-one). The yield is 93.3%. Reaction SMILES: [N+:1]([C:4]1[CH:9]=[CH:8][C:7]([N:10]2[CH2:15][CH2:14][CH:13]([C:16]3[O:20][C:19](=[O:21])[NH:18][N:17]=3)[CH2:12][CH2:11]2)=[CH:6][CH:5]=1)([O-:3])=[O:2].[C:22]1([CH2:28]Br)[CH:27]=[CH:26][CH:25]=[CH:24][CH:23]=1.C([O-])([O-])=O.[K+].[K+]>CN(C=O)C>[CH2:28]([N:18]1[N:17]=[C:16]([CH:13]2[CH2:14][CH2:15][N:10]([C:7]3[CH:6]=[CH:5][C:4]([N+:1]([O-:3])=[O:2])=[CH:9][CH:8]=3)[CH2:11][CH2:12]2)[O:20][C:19]1=[O:21])[C:22]1[CH:27]=[CH:26][CH:25]=[CH:24][CH:23]=1 |f:2.3.4|. Procedure: 5-[1-(4-Nitrophenyl)-4-piperidyl]-2,3-dihydro-1,3,4-oxadiazol-2-one (5a 1.16 g, 4 mmol) on reacting with C6H5CH2Br (0.82 g, 4.8 mmol) in DMF in the presence of base K2CO3 (1.38 g, 10 mmol) at room temperature (27° C.) for 10 h, after completion of the reaction, reaction mixture is poured into ice water and extracted into chloroform finally purification by column chromatography to afford pure compound 3-benzyl-5-[1-(4-nitrophenyl)-4-piperidyl]-2,3-dihydro-1,3,4-oxadiazol-2-one (6c, 1.42 g, 94%). ... The reactants are CC(=O)O[BH-](OC(C)=O)OC(C)=O, CCn1nc(C)c(C=O)c1C, CC#N, ClCCl, Cl, Cl, Cl, Fc1ccc(-c2nccnc2N2CCNCC2)cc1, [Na+], [Na+], C1CCOC1, [OH-]. Product: Cl, CCn1nc(C)c(CN2CCN(c3nccnc3-c3ccc(F)cc3)CC2)c1C. Reaction SMILES: [C:33]([O:34][BH-:35]([O:36][C:37](=[O:38])[CH3:39])[O:40][C:41](=[O:42])[CH3:43])(=[O:44])[CH3:45].[CH2:22]([CH3:23])[n:24]1[n:25][c:26]([CH3:32])[c:27]([CH:30]=[O:31])[c:28]1[CH3:29].[CH3:55][C:56]#[N:57].[Cl:58][CH2:59][Cl:60].[ClH:1].[ClH:2].[ClH:49].[F:3][c:4]1[cH:5][cH:6][c:7](-[c:10]2[c:11]([N:16]3[CH2:17][CH2:18][NH:19][CH2:20][CH2:21]3)[n:12][cH:13][cH:14][n:15]2)[cH:8][cH:9]1.[Na+:46].[Na+:48].[O:50]1[CH2:51][CH2:52][CH2:53][CH2:54]1.[OH-:47]>>[ClH:1].[F:3][c:4]1[cH:5][cH:6][c:7](-[c:10]2[c:11]([N:16]3[CH2:17][CH2:18][N:19]([CH2:30][c:27]4[c:26]([CH3:32])[n:25][n:24]([CH2:22][CH3:23])[c:28]4[CH3:29])[CH2:20][CH2:21]3)[n:12][cH:13][cH:14][n:15]2)[cH:8][cH:9]1. Reaction SMILES: [CH3:25][O:26][c:27]1[cH:28][c:29]([CH:30]2[C:31]([CH3:32])([CH3:33])[c:34]3[c:35]([c:36]([O:37][CH3:38])[cH:39][c:40]([O:41][CH3:42])[cH:43]3)[C:44](=[O:45])[CH2:46]2)[cH:47][cH:48][c:49]1[O:50][CH3:51].[OH:1][c:2]1[cH:3][c:4]([C:9]2=[C:10]([OH:24])[C:11](=[O:23])[c:12]3[c:13]([OH:22])[cH:14][c:15]([OH:21])[cH:16][c:17]3[C:18]2([CH3:19])[CH3:20])[cH:5][cH:6][c:7]1[OH:8]>>[OH:1][c:2]1[cH:3][c:4]([C:9]2=[CH:10][C:11](=[O:23])[c:12]3[c:13]([OH:22])[cH:14][c:15]([OH:21])[cH:16][c:17]3[C:18]2([CH3:19])[CH3:20])[cH:5][cH:6][c:7]1[OH:8]. The product is CC1(C)C(c2ccc(O)c(O)c2)=CC(=O)c2c(O)cc(O)cc21. Reactants: COc1cc(OC)c2c(c1)C(C)(C)C(c1ccc(OC)c(OC)c1)CC2=O, CC1(C)C(c2ccc(O)c(O)c2)=C(O)C(=O)c2c(O)cc(O)cc21. Reactants: NC[C@H]1N(CCC[C@H]1C)C(=O)C1=C(C=CC(=C1)C)N1N=C(N=C1)C (((2S,3R)-2-(aminomethyl)-3-methylpiperidin-1-yl)(5-methyl-2-(3-methyl-1H-1,2,4-triazol-1-yl)phenyl)methanone), BrC1=NC=C(C=C1)C (2-bromo-5-methylpyridine). The product is C[C@H]1[C@H](N(CCC1)C(=O)C1=C(C=CC(=C1)C)N1N=C(N=C1)C)CNC1=NC=C(C=C1)C (((2S,3R)-3-Methyl-2-(((5-methylpyridin-2-yl)amino)methyl)piperidin-1-yl)(5-methyl-2-(3-methyl-1H-1,2,4-triazol-1-yl)phenyl)methanone). Reaction SMILES: [NH2:1][CH2:2][C@@H:3]1[C@H:8]([CH3:9])[CH2:7][CH2:6][CH2:5][N:4]1[C:10]([C:12]1[CH:17]=[C:16]([CH3:18])[CH:15]=[CH:14][C:13]=1[N:19]1[CH:23]=[N:22][C:21]([CH3:24])=[N:20]1)=[O:11].Br[C:26]1[CH:31]=[CH:30][C:29]([CH3:32])=[CH:28][N:27]=1>>[CH3:9][C@@H:8]1[CH2:7][CH2:6][CH2:5][N:4]([C:10]([C:12]2[CH:17]=[C:16]([CH3:18])[CH:15]=[CH:14][C:13]=2[N:19]2[CH:23]=[N:22][C:21]([CH3:24])=[N:20]2)=[O:11])[C@@H:3]1[CH2:2][NH:1][C:26]1[CH:31]=[CH:30][C:29]([CH3:32])=[CH:28][N:27]=1. Procedure: The title compound was synthesized following the same general protocol as described in Example A44, using ((2S,3R)-2-(aminomethyl)-3-methylpiperidin-1-yl)(5-methyl-2-(3-methyl-1H-1,2,4-triazol-1-yl)phenyl)methanone and 2-bromo-5-methylpyridine. ESI-MS (m/z): 419 [M+1]+.